Dataset: the Open Reaction Database (ORD), a public repository of structured organic reaction records. Task: describe an organic reaction: reactants, conditions, products, and yield Product: Cl, O=C(CC1CN2CCC1CC2)Nc1ccc(-c2cccc([N+](=O)[O-])c2)cc1. Reactants: Cl, O=[N+]([O-])c1cccc(B(O)O)c1, O=C(CC1CN2CCC1CC2)Nc1ccc(Br)cc1, [Na+], [Na+], O=C([O-])[O-], CN(C)C=O. RXN SMILES: [ClH:19].[N+:1](=[O:2])([O-:3])[c:4]1[cH:5][c:6]([B:10]([OH:11])[OH:12])[cH:7][cH:8][cH:9]1.[N:20]12[CH2:21][CH:22]([CH2:28][C:29](=[O:30])[NH:31][c:32]3[cH:33][cH:34][c:35]([Br:38])[cH:36][cH:37]3)[CH:23]([CH2:24][CH2:25]1)[CH2:26][CH2:27]2.[Na+:13].[Na+:14].[O-:15][C:16](=[O:17])[O-:18].[O:39]=[CH:40][N:41]([CH3:42])[CH3:43]>>[ClH:19].[N+:1](=[O:2])([O-:3])[c:4]1[cH:5][c:6](-[c:35]2[cH:34][cH:33][c:32]([NH:31][C:29]([CH2:28][CH:22]3[CH2:21][N:20]4[CH2:25][CH2:24][CH:23]3[CH2:26][CH2:27]4)=[O:30])[cH:37][cH:36]2)[cH:7][cH:8][cH:9]1.